This data is from the Open Reaction Database (ORD), a public repository of structured organic reaction records. The task is: describe an organic reaction: reactants, conditions, products, and yield Starting materials: COC1=C(C(=CC=C1)OC)S(=O)(=O)Cl (2,6-dimethoxybenzenesulfonyl chloride), ClC=1C(=C(C(=CC1)OC)S(=O)(=O)Cl)OC (3-chloro-2,6-dimethoxybenzenesulfonyl chloride). The product is COC1=C(C(=CC=C1)OC)S(=O)(=O)Cl (2,6-dimethoxybenzenesulfonyl chloride), S(=O)(=O)(Cl)Cl (sulfuryl chloride). Reaction SMILES: [CH3:1][O:2][C:3]1[CH:8]=[CH:7][CH:6]=[C:5]([O:9][CH3:10])[C:4]=1[S:11]([Cl:14])(=[O:13])=[O:12].ClC1C(OC)=C([S:24]([Cl:27])(=[O:26])=[O:25])C(OC)=CC=1>>[CH3:10][O:9][C:5]1[CH:6]=[CH:7][CH:8]=[C:3]([O:2][CH3:1])[C:4]=1[S:11]([Cl:14])(=[O:13])=[O:12].[S:24]([Cl:27])([Cl:14])(=[O:26])=[O:25]. Reported procedure: Using the procedure described above, a mixture of 2,6-dimethoxybenzenesulfonyl chloride and 3-chloro-2,6-dimethoxybenzenesulfonyl chloride, which results from ring chlorination of the 2,6-dimethoxybenzenesulfonyl chloride by sulfuryl chloride, was prepared from 1,3-dimethoxybenzene. Reactants: Br, CCCN(CCC)C1CCc2ccc(OC)cc2C1C, Cl, O. Yields the product Br, CCCN(CCC)C1CCc2ccc(O)cc2C1C. As a reaction SMILES: [BrH:23].[CH3:2][O:3][c:4]1[cH:5][cH:6][c:7]2[c:12]([cH:13]1)[CH:11]([CH3:14])[CH:10]([N:15]([CH2:16][CH2:17][CH3:18])[CH2:19][CH2:20][CH3:21])[CH2:9][CH2:8]2.[ClH:1].[OH2:22]>>[BrH:23].[OH:3][c:4]1[cH:5][cH:6][c:7]2[c:12]([cH:13]1)[CH:11]([CH3:14])[CH:10]([N:15]([CH2:16][CH2:17][CH3:18])[CH2:19][CH2:20][CH3:21])[CH2:9][CH2:8]2. Reactants: COC1=C(C=CC=C1)C1CC(CC(C1)=O)=O (5-(2-methoxy-phenyl)-cyclohexane-1,3-dione), C(C)(=O)[O-].[Na+] (sodium acetate), C(C)(=O)C1C(CC(CC1=O)C1=CC=C(C=C1)F)=O (2-acetyl-5-(4-fluoro-phenyl)-cyclohexane-1,3-dione). Yields the product C(C)(=O)C1C(CC(CC1=O)C1=C(C=CC=C1)OC)=O (2-Acetyl-5-(2-methoxy-phenyl)-cyclohexane-1,3-dione). RXN SMILES: [CH3:1][O:2][C:3]1[CH:8]=[CH:7][CH:6]=[CH:5][C:4]=1[CH:9]1[CH2:14][C:13](=[O:15])[CH2:12][C:11](=[O:16])[CH2:10]1.[C:17]([O-])(=[O:19])[CH3:18].[Na+].C(C1C(=O)CC(C2C=CC(F)=CC=2)CC1=O)(=O)C>>[C:17]([CH:12]1[C:11](=[O:16])[CH2:10][CH:9]([C:4]2[CH:5]=[CH:6][CH:7]=[CH:8][C:3]=2[O:2][CH3:1])[CH2:14][C:13]1=[O:15])(=[O:19])[CH3:18] |f:1.2|. Procedure: The title compound was prepared from 5-(2-methoxy-phenyl)-cyclohexane-1,3-dione (1.0 g, 4.58 mmol), example 1/a, and sodium acetate (376 mg, 4.58 mmol), following the procedure describing the synthesis of 2-acetyl-5-(4-fluoro-phenyl)-cyclohexane-1,3-dione (example 3/a stage 1).